This data is from the Open Reaction Database (ORD), a public repository of structured organic reaction records. The task is: describe an organic reaction: reactants, conditions, products, and yield The reactants are C(#N)C1CCN(CC1)C(=O)N1CC(CC(C1)C1=CC=C(C=C1)OC(F)(F)F)C(=O)O (1-[(4-Cyanopiperidin-1-yl)carbonyl]-5-[4-(trifluoromethoxy)phenyl]piperidine-3-carboxylic acid), FC1=C(C=CC=C1)C(N)=NO (2-fluoro-N′-hydroxybenzenecarboximidamide). Product: FC1=C(C=CC=C1)C1=NOC(=N1)C1CN(CC(C1)C1=CC=C(C=C1)OC(F)(F)F)C(=O)N1CCC(CC1)C#N (1-({3-[3-(2-Fluorophenyl)-1,2,4-oxadiazol-5-yl]-5-[4-(trifluoromethoxy)phenyl]piperidin-1-yl}-carbonyl)piperidine-4-carbonitrile). RXN SMILES: [C:1]([CH:3]1[CH2:8][CH2:7][N:6]([C:9]([N:11]2[CH2:16][CH:15]([C:17]3[CH:22]=[CH:21][C:20]([O:23][C:24]([F:27])([F:26])[F:25])=[CH:19][CH:18]=3)[CH2:14][CH:13]([C:28](O)=[O:29])[CH2:12]2)=[O:10])[CH2:5][CH2:4]1)#[N:2].[F:31][C:32]1[CH:37]=[CH:36][CH:35]=[CH:34][C:33]=1[C:38](=[N:40]O)[NH2:39]>>[F:31][C:32]1[CH:37]=[CH:36][CH:35]=[CH:34][C:33]=1[C:38]1[N:40]=[C:28]([CH:13]2[CH2:14][CH:15]([C:17]3[CH:22]=[CH:21][C:20]([O:23][C:24]([F:26])([F:25])[F:27])=[CH:19][CH:18]=3)[CH2:16][N:11]([C:9]([N:6]3[CH2:7][CH2:8][CH:3]([C:1]#[N:2])[CH2:4][CH2:5]3)=[O:10])[CH2:12]2)[O:29][N:39]=1. Procedure: 85 mg (0.2 mmol) of 1-[(4-cyanopiperidin-1-yl)carbonyl]-5-[4-(trifluoromethoxy)phenyl]-piperidine-3-carboxylic acid (Example 108A) and 46 mg (0.3 mmol) of 2-fluoro-N′-hydroxybenzenecarboximidamide were reacted according to the General Method 2. Yield: 69 mg (63% of theory). The reactants are C(C)(C)(C)C1=CC(=C(C=N1)C=1N([C@]([C@](N1)(C)C1=CC=C(C=C1)Cl)(C)C1=CC=C(C=C1)Cl)C(=O)N1CCC(CC1)CC(=O)O)OCC ({1-[(4S,5R)-2-(6-tert-butyl-4-ethoxy-pyridin-3-yl)-4,5-bis-(4-chloro-phenyl)-4,5-dimethyl-4,5-dihydro-imidazole-1-carbonyl]-piperidin-4-yl}-acetic acid), FCCCN (3-fluoro-propylamine). The product is C(C)(C)(C)C1=CC(=C(C=N1)C=1N([C@]([C@](N1)(C)C1=CC=C(C=C1)Cl)(C)C1=CC=C(C=C1)Cl)C(=O)N1CCC(CC1)CC(=O)NCCCF)OCC (2-{1-[(4S,5R)-2-(6-tert-Butyl-4-ethoxy-pyridin-3-yl)-4,5-bis-(4-chloro-phenyl)-4,5-dimethyl-4,5-dihydro-imidazole-1-carbonyl]-piperidin-4-yl}-N-(3-fluoro-propyl)-acetamide). RXN SMILES: [C:1]([C:5]1[N:10]=[CH:9][C:8]([C:11]2[N:12]([C:32]([N:34]3[CH2:39][CH2:38][CH:37]([CH2:40][C:41](O)=[O:42])[CH2:36][CH2:35]3)=[O:33])[C@@:13]([C:25]3[CH:30]=[CH:29][C:28]([Cl:31])=[CH:27][CH:26]=3)([CH3:24])[C@@:14]([C:17]3[CH:22]=[CH:21][C:20]([Cl:23])=[CH:19][CH:18]=3)([CH3:16])[N:15]=2)=[C:7]([O:44][CH2:45][CH3:46])[CH:6]=1)([CH3:4])([CH3:3])[CH3:2].[F:47][CH2:48][CH2:49][CH2:50][NH2:51]>>[C:1]([C:5]1[N:10]=[CH:9][C:8]([C:11]2[N:12]([C:32]([N:34]3[CH2:39][CH2:38][CH:37]([CH2:40][C:41]([NH:51][CH2:50][CH2:49][CH2:48][F:47])=[O:42])[CH2:36][CH2:35]3)=[O:33])[C@@:13]([C:25]3[CH:26]=[CH:27][C:28]([Cl:31])=[CH:29][CH:30]=3)([CH3:24])[C@@:14]([C:17]3[CH:22]=[CH:21][C:20]([Cl:23])=[CH:19][CH:18]=3)([CH3:16])[N:15]=2)=[C:7]([O:44][CH2:45][CH3:46])[CH:6]=1)([CH3:3])([CH3:4])[CH3:2]. Procedure details: In a manner analogous to the method described in example 163, {1-[(4S,5R)-2-(6-tert-butyl-4-ethoxy-pyridin-3-yl)-4,5-bis-(4-chloro-phenyl)-4,5-dimethyl-4,5-dihydro-imidazole-1-carbonyl]-piperidin-4-yl}-acetic acid was coupled with 3-fluoro-propylamine (Astatech) to give the title compound. HR-MS (ES, m/z) calculated for C39H49Cl2FN5O3 [(M+H)+] 724.3191, observed 724.3190. The reactants are FC(S(=O)(=O)O)(F)F (trifluoromethanesulfonic acid), C(C)OCC (diethyl ether), ClC(C(=N)OCC1=CC=CC=C1)(Cl)Cl (2,2,2-trichloro-1-(phenylmethoxy)ethanimine), C(C)OCC (diethyl ether). Solvent: C(C)(=O)OCC (ethyl acetate). Conditions: time 17 hour. Product: C1(=CC=CC=C1)COC12CC(CC(CCC1)C2)=O (1-(phenylmethoxy)bicyclo[3.3.1]nonan-3-one). Yield: 70.0%. RXN SMILES: C([O:3][CH2:4][CH3:5])C.Cl[C:7](Cl)(Cl)[C:8]([O:10][CH2:11][C:12]1[CH:17]=[CH:16][CH:15]=[CH:14][CH:13]=1)=N.FC(F)(F)S(O)(=O)=O>C(OCC)(=O)C>[C:12]1([CH2:11][O:10][C:8]23[CH2:14][CH:13]([CH2:12][CH2:17][CH2:16]2)[CH2:5][C:4](=[O:3])[CH2:7]3)[CH:17]=[CH:16][CH:15]=[CH:14][CH:13]=1. Reported procedure: A diethyl ether solution of 260 mg of 2,2,2-trichloro-1-(phenylmethoxy)ethanimine synthesized in the production example 30 was added to 4 ml of a diethyl ether solution of the compound obtained in the production example 29 to prepare the homogeneous solution, and the flask was immersed in an ice water bath. The solution in the flask was mixed with 10 μl of trifluoromethanesulfonic acid, gradually heated up to room temperature, and simultaneously stirred for 17 hours. After the reaction was finis... Reactants: C(F)(F)(F)C(F)(F)C(Cl)(Cl)Cl (CF3CF2CCl3), OS(=O)(=O)O.O=S(=O)=O (oleum), BrBr (bromine). Yields the product C(F)(F)(F)C(F)(F)C(=O)Cl (CF3CF2COCl). Isolated yield 73.0%. RXN SMILES: [C:1]([C:5]([C:8]([Cl:11])(Cl)Cl)([F:7])[F:6])([F:4])([F:3])[F:2].[OH:12]S(O)(=O)=O.O=S(=O)=O.BrBr>>[C:1]([C:5]([C:8]([Cl:11])=[O:12])([F:7])[F:6])([F:4])([F:3])[F:2] |f:1.2|. Reported procedure: In the test apparatus as described in Example I, and following the procedure of Example I, 75 g (0.315 mole) of CF3CF2CCl3, 100 g 65% oleum (0.80 mole as SO3) and 5 g bromine were heated from 25° C. to 60° C. over a 5 hour period. Fractional distillation of the cold trap product, 50 g, gave 42 g (0.23 mole) of CF3CF2COCl, bp 9° C., for a 73% conversion. Reactants: BrC1=CC(=C(C=C1[N+](=O)[O-])S(=O)(=O)N(C)C)C (4-bromo-2-methyl-5-nitro(N,N-dimethyl)benzenesulfonamide), C(#N)[Cu] (CuCN). The solvent is O (water), C(C)(=O)OCC (ethyl acetate), CN(C)C=O (DMF). Reaction conditions: temperature 115 celsius, time 4 hour. Yields the product C(#N)C1=CC(=C(C=C1[N+](=O)[O-])S(=O)(=O)N(C)C)C (4-cyano-2-methyl-5-nitro-(N,N-dimethyl)benzenesulfonamide). Yield: 65.1%. Reaction SMILES: Br[C:2]1[C:7]([N+:8]([O-:10])=[O:9])=[CH:6][C:5]([S:11]([N:14]([CH3:16])[CH3:15])(=[O:13])=[O:12])=[C:4]([CH3:17])[CH:3]=1.[C:18]([Cu])#[N:19]>CN(C=O)C.O.C(OCC)(=O)C>[C:18]([C:2]1[C:7]([N+:8]([O-:10])=[O:9])=[CH:6][C:5]([S:11]([N:14]([CH3:16])[CH3:15])(=[O:13])=[O:12])=[C:4]([CH3:17])[CH:3]=1)#[N:19]. Reported procedure: To a solution of 4-bromo-2-methyl-5-nitro(N,N-dimethyl)benzenesulfonamide (450 mg, 1.42 mmol) in dry DMF (14 mL) under argon was added CuCN (178 mg, 1.99 mmol). The resulting mixture was heated to 115° C. and stirred for 4 h. The reaction was cooled and diluted with water and ethyl acetate. The layers were separated, and the organics were washed once with water. The organics were then dried, concentrated, and purified by flash chromatography (35% ethyl acetate/hexanes) to provide 4-cyano-2-methy... Reactants: CCn1c(C)nc(Cl)c(C)c1=O, OCc1ccc(OCc2ccc(F)cc2)cc1, [H-], [Na+], C1COCCO1, O. Product: CCn1c(C)nc(OCc2ccc(OCc3ccc(F)cc3)cc2)c(C)c1=O. As a reaction SMILES: [Cl:20][c:21]1[c:22]([CH3:31])[c:23](=[O:30])[n:24]([CH2:28][CH3:29])[c:25]([CH3:27])[n:26]1.[F:3][c:4]1[cH:5][cH:6][c:7]([CH2:8][O:9][c:10]2[cH:11][cH:12][c:13]([CH2:14][OH:15])[cH:16][cH:17]2)[cH:18][cH:19]1.[H-:1].[Na+:2].[O:33]1[CH2:34][CH2:35][O:36][CH2:37][CH2:38]1.[OH2:32]>>[F:3][c:4]1[cH:5][cH:6][c:7]([CH2:8][O:9][c:10]2[cH:11][cH:12][c:13]([CH2:14][O:15][c:21]3[c:22]([CH3:31])[c:23](=[O:30])[n:24]([CH2:28][CH3:29])[c:25]([CH3:27])[n:26]3)[cH:16][cH:17]2)[cH:18][cH:19]1.